From a dataset of the Open Reaction Database (ORD), a public repository of structured organic reaction records. describe an organic reaction: reactants, conditions, products, and yield Reactants: COC(C1=C(C(=CC=C1)C)C=C)=O (methyl-2-vinyl-3-methylbenzoate). Reagents/catalysts: [Pd] (Pd/C). Solvent: C(C)(=O)OCC (ethyl acetate). Run at time 2 hour. Yields the product COC(C1=C(C(=CC=C1)C)CC)=O (Methyl-2-ethyl-3-methylbenzoate). Yield: 93.5%. As a reaction SMILES: [CH3:1][O:2][C:3](=[O:13])[C:4]1[CH:9]=[CH:8][CH:7]=[C:6]([CH3:10])[C:5]=1[CH:11]=[CH2:12]>C(OCC)(=O)C.[Pd]>[CH3:1][O:2][C:3](=[O:13])[C:4]1[CH:9]=[CH:8][CH:7]=[C:6]([CH3:10])[C:5]=1[CH2:11][CH3:12]. Procedure details: A mixture of 0.105 g (0.6 mmol) of methyl-2-vinyl-3-methylbenzoate and 0.05 g of Pd/C 10% in 15 mL of ethyl acetate was hydrogenated at 50 psi for 2 h. The reaction mixture was filtered through a thin pad of celite and the filtrate was concentrated to give 0.1 g of the title compound. The reactants are CCOC(=O)c1cnc(-c2ccc(C(F)(F)F)cc2)nc1C1CC1, CCO, Cl, [Na+], [OH-], O. Yields the product O=C(O)c1cnc(-c2ccc(C(F)(F)F)cc2)nc1C1CC1. RXN SMILES: [CH2:1]([CH3:2])[O:3][C:4](=[O:5])[c:6]1[c:7]([CH:22]2[CH2:23][CH2:24]2)[n:8][c:9](-[c:12]2[cH:13][cH:14][c:15]([C:18]([F:19])([F:20])[F:21])[cH:16][cH:17]2)[n:10][cH:11]1.[CH3:28][CH2:29][OH:30].[ClH:27].[Na+:26].[OH-:25].[OH2:31]>>[O:3]=[C:4]([OH:5])[c:6]1[c:7]([CH:22]2[CH2:23][CH2:24]2)[n:8][c:9](-[c:12]2[cH:13][cH:14][c:15]([C:18]([F:19])([F:20])[F:21])[cH:16][cH:17]2)[n:10][cH:11]1. The reactants are O=S(=O)(Cl)c1cccc(Br)c1, C1CCOC1, NCCN1CCCC1. Reaction SMILES: [Br:1][c:2]1[cH:3][c:4]([S:8](=[O:9])(=[O:10])[Cl:11])[cH:5][cH:6][cH:7]1.[CH2:20]1[O:21][CH2:22][CH2:23][CH2:24]1.[N:12]1([CH2:17][CH2:18][NH2:19])[CH2:13][CH2:14][CH2:15][CH2:16]1>>[Br:1][c:2]1[cH:3][c:4]([S:8](=[O:9])(=[O:10])[NH:19][CH2:18][CH2:17][N:12]2[CH2:13][CH2:14][CH2:15][CH2:16]2)[cH:5][cH:6][cH:7]1. The product is O=S(=O)(NCCN1CCCC1)c1cccc(Br)c1. Starting materials: FC=1C=C(C=C(C1)F)CC#N (3,5 difluorophenylacetonitrile). Solvent: C1CCOC1 (THF), C1CCOC1 (THF). Yields the product FC=1C=C(C=C(C1)F)CCN (2-(3,5-Difluoro-phenyl)-ethylamine). As a reaction SMILES: [F:1][C:2]1[CH:3]=[C:4]([CH2:9][C:10]#[N:11])[CH:5]=[C:6]([F:8])[CH:7]=1>C1COCC1>[F:1][C:2]1[CH:3]=[C:4]([CH2:9][CH2:10][NH2:11])[CH:5]=[C:6]([F:8])[CH:7]=1. Procedure details: 3,5 difluorophenylacetonitrile (5 g) was dissolved in THF (100 mL) and a solution of BH3 in THF (200 mL of 1 M) was added dropwise. The mixture was refluxed overnight, cooled in an ice bath, and the reaction quenched with methanol (20 mL). The solvent was removed by rotary evaporation and the residue partitioned between ethyl acetate and water. The organic layer was washed with sat NaCl and the solvent again removed to give product, which was used in the next step without purification. Starting materials: BrC1=CC=C(C(=N1)[N+](=O)[O-])OC (6-bromo-3-methoxy-2-nitropyridine). The reagents and catalysts are [Fe] (Fe). Solvent: CC(=O)O (AcOH). Run at temperature 90 celsius, time 1.5 hour. Product: BrC1=CC=C(C(=N1)N)OC (6-bromo-3-methoxypyridin-2-amine). The yield is 81.2%. As a reaction SMILES: [Br:1][C:2]1[N:7]=[C:6]([N+:8]([O-])=O)[C:5]([O:11][CH3:12])=[CH:4][CH:3]=1>[Fe].CC(O)=O>[Br:1][C:2]1[N:7]=[C:6]([NH2:8])[C:5]([O:11][CH3:12])=[CH:4][CH:3]=1. Reported procedure: A mixture of 6-bromo-3-methoxy-2-nitropyridine (14.4 g, 61.8 mmol), AcOH (200 mL) and Fe powder (14.0 g, 0.25 mol) was stirred at 90° C. for 1.5 h. After cooling to rt and dilution with EtOAc the mixture was filtered through celite and the filtrate concentrated in vacuo. Purification by flash chromatography eluting with DCM yielded the title compound (10.2 g, 50.2 mmol) as a white solid. Starting materials: COC(=O)c1ccc2c(c1)C(C)(C)CC(c1cc(Cl)ccc1Cl)N2, CO, [Na+], C1CCOC1, [OH-], O. Yields the product CC1(C)CC(c2cc(Cl)ccc2Cl)Nc2ccc(C(=O)O)cc21. As a reaction SMILES: [CH3:1][O:2][C:3](=[O:4])[c:5]1[cH:6][c:7]2[c:12]([cH:13][cH:14]1)[NH:11][CH:10]([c:15]1[c:16]([Cl:22])[cH:17][cH:18][c:19]([Cl:21])[cH:20]1)[CH2:9][C:8]2([CH3:23])[CH3:24].[CH3:32][OH:33].[Na+:26].[O:27]1[CH2:28][CH2:29][CH2:30][CH2:31]1.[OH-:25].[OH2:34]>>[O:2]=[C:3]([OH:4])[c:5]1[cH:6][c:7]2[c:12]([cH:13][cH:14]1)[NH:11][CH:10]([c:15]1[c:16]([Cl:22])[cH:17][cH:18][c:19]([Cl:21])[cH:20]1)[CH2:9][C:8]2([CH3:23])[CH3:24].